Task: describe an organic reaction: reactants, conditions, products, and yield. Dataset: the Open Reaction Database (ORD), a public repository of structured organic reaction records Starting materials: O=C([O-])[O-], CO, COC(=O)C(C)c1cc(Cl)c2c(c1)C=CC(C)(C)N2, [K+], [K+], Cl[Pd]Cl, c1ccccc1. Product: COC(=O)C(C)c1cc(Cl)c2c(c1)C(=O)CC(C)(C)N2. Reaction SMILES: [C:22]([O-:23])(=[O:24])[O-:25].[CH3:20][OH:21].[Cl:1][c:2]1[cH:3][c:4]([CH:14]([C:15](=[O:16])[O:17][CH3:18])[CH3:19])[cH:5][c:6]2[c:11]1[NH:10][C:9]([CH3:12])([CH3:13])[CH:8]=[CH:7]2.[K+:26].[K+:27].[Pd:28]([Cl:29])[Cl:30].[cH:31]1[cH:32][cH:33][cH:34][cH:35][cH:36]1>>[Cl:1][c:2]1[cH:3][c:4]([CH:14]([C:15](=[O:16])[O:17][CH3:18])[CH3:19])[cH:5][c:6]2[c:11]1[NH:10][C:9]([CH3:12])([CH3:13])[CH2:8][C:7]2=[O:23]. The reactants are [N+](=O)([O-])C1=C(N)C=CC(=C1)O (2-Nitro-4-hydroxyaniline), ClC1=NC=C(C=C1)[N+](=O)[O-] (2-chloro-5-nitropyridine), C(=O)([O-])[O-].[K+].[K+] (K2CO3). The reagents and catalysts are [Pd] (Pd/C). The solvent is CN(C)C=O (DMF), CO (MeOH). Yields the product NC=1C=CC(=NC1)OC1=CC(=C(C=C1)N)N (5-Amino-2-(3,4-diaminophenoxy)pyridine). RXN SMILES: [N+:1]([C:4]1[CH:10]=[C:9]([OH:11])[CH:8]=[CH:7][C:5]=1[NH2:6])([O-])=O.Cl[C:13]1[CH:18]=[CH:17][C:16]([N+:19]([O-])=O)=[CH:15][N:14]=1.C([O-])([O-])=O.[K+].[K+]>CN(C=O)C.CO.[Pd]>[NH2:19][C:16]1[CH:17]=[CH:18][C:13]([O:11][C:9]2[CH:8]=[CH:7][C:5]([NH2:6])=[C:4]([NH2:1])[CH:10]=2)=[N:14][CH:15]=1 |f:2.3.4|. Procedure details: 2-Nitro-4-hydroxyaniline was reacted with 2-chloro-5-nitropyridine and K2CO3 in DMF at rt, followed by hydrogenation over Pd/C in MeOH, afforded the title compound; MS m/e 217 (M+1). Reactants: C1=C(C=CC2=CC=CC=C12)C=1CCNCC1 (4-Naphthalen-2-yl-1,2,3,6-tetrahydropyridine), CN(C)CC1=CNC2=NC=CC=C21 (3-dimethylaminomethyl-1H-pyrrolo[2,3-b]pyridine). The solvent is CCO (EtOH). Yields the product C1=C(C=CC2=CC=CC=C12)C=1CCN(CC1)CC1=CNC2=NC=CC=C21 (3-(4-Naphthalen-2-yl-1,2,3,6-tetrahydropyridin-1-yl)methyl-1H-pyrrolo[2,3-b]pyridine). Yield: 62.9%. Reaction SMILES: [CH:1]1[C:10]2[C:5](=[CH:6][CH:7]=[CH:8][CH:9]=2)[CH:4]=[CH:3][C:2]=1[C:11]1[CH2:12][CH2:13][NH:14][CH2:15][CH:16]=1.CN([CH2:20][C:21]1[C:29]2[C:24](=[N:25][CH:26]=[CH:27][CH:28]=2)[NH:23][CH:22]=1)C>CCO>[CH:1]1[C:10]2[C:5](=[CH:6][CH:7]=[CH:8][CH:9]=2)[CH:4]=[CH:3][C:2]=1[C:11]1[CH2:16][CH2:15][N:14]([CH2:20][C:21]2[C:29]3[C:24](=[N:25][CH:26]=[CH:27][CH:28]=3)[NH:23][CH:22]=2)[CH2:13][CH:12]=1. Procedure: 4-Naphthalen-2-yl-1,2,3,6-tetrahydropyridine (597 mg, 2.9 mmol) was reacted with 3-dimethylaminomethyl-1H-pyrrolo[2,3-b]pyridine (500 mg, 2.9 mmol) as exemplified in Example 4 to give the title compound (619 mg, 63%) as tan crystals, m.p. 223°-225° C. (EtOH); (Found: C, 81.05; H, 6.24; N, 12.19. C23H21N3 requires C, 81.38; H, 6.24; N, 12.38%); δH (DMSO-d6) 2.60 (2H, m, tetrahydropyridinyl CH2), 2.72 (2H, t, J 5.7 Hz, tetrahydropyridinyl CH2), 3.16 (2H, d, J 2.7 Hz, tetrahydropyridinyl CH2), 3.78... Reactants: CN1CCOCC1 (N-methylmorpholine), Cl.CC(C)(C)OC(CN[C@@H]1CC[C@H](CC1)C1=CC=CC=C1)=O (trans-N-(4-Phenylcyclohexyl)glycine-1,1-dimethylethyl ester Hydrochloride), C(C1=CC=CC=C1)(=O)SCCC(=O)Cl (3-benzoylthiopropanoyl chloride). Run in C(Cl)Cl (CH2Cl2). Conditions: time 10 minute. Product: CC(C)(C)OC(CN([C@@H]1CC[C@H](CC1)C1=CC=CC=C1)C(CCSC(C1=CC=CC=C1)=O)=O)=O (trans-N-(3-benzoylthio-1-oxopropyl)-N-(4-phenylcyclohexyl)glycine-1,1-dimethylethyl ester). Yield: 55.6%. Reaction SMILES: Cl.[CH3:2][C:3]([O:6][C:7](=[O:22])[CH2:8][NH:9][C@H:10]1[CH2:15][CH2:14][C@H:13]([C:16]2[CH:21]=[CH:20][CH:19]=[CH:18][CH:17]=2)[CH2:12][CH2:11]1)([CH3:5])[CH3:4].CN1CCOCC1.[C:30]([S:38][CH2:39][CH2:40][C:41](Cl)=[O:42])(=[O:37])[C:31]1[CH:36]=[CH:35][CH:34]=[CH:33][CH:32]=1>C(Cl)Cl>[CH3:5][C:3]([O:6][C:7](=[O:22])[CH2:8][N:9]([C:41](=[O:42])[CH2:40][CH2:39][S:38][C:30](=[O:37])[C:31]1[CH:36]=[CH:35][CH:34]=[CH:33][CH:32]=1)[C@H:10]1[CH2:11][CH2:12][C@H:13]([C:16]2[CH:17]=[CH:18][CH:19]=[CH:20][CH:21]=2)[CH2:14][CH2:15]1)([CH3:2])[CH3:4] |f:0.1|. Procedure details: To a mixture of the compound of Example I (0.60 g, 0.0018 mole) and CH2Cl2 (6 ml) was added N-methylmorpholine (0.44 g, 0.0043 mole). The resulting mixture was cooled on an ice bath and 3-benzoylthiopropanoyl chloride (0.45 g, 0.0020 mole) was added dropwise. After stirring 10 min the mixture was filtered removing the insolubles. The CH2Cl2 solution was washed with 20% citric acid, H2O, 10% NaHCO3, H2O and dried over MgSO4. The filtered solution was concentrated under reduced pressure to dryness... Starting materials: ClC=1C=C(C(C(=O)OC)=CC1)O (methyl 4-chlorosalicylate), resultant mixture, Cl (hydrochloric acid), Cl.NO (Hydroxylamine hydrochloride), C[O-].[Na+] (sodium methoxide). The solvent is CO (methanol), CO (methanol). Yields the product ClC=1C=C(C(C(=O)NO)=CC1)O (4-Chlorosalicylohydroxamic acid). RXN SMILES: Cl.[NH2:2][OH:3].C[O-].[Na+].[Cl:7][C:8]1[CH:9]=[C:10]([OH:18])[C:11](=[CH:16][CH:17]=1)[C:12](OC)=[O:13].Cl>CO>[Cl:7][C:8]1[CH:9]=[C:10]([OH:18])[C:11](=[CH:16][CH:17]=1)[C:12]([NH:2][OH:3])=[O:13] |f:0.1,2.3|. Procedure: Hydroxylamine hydrochloride (20.65 g, 0.297 mol) is added to a mixture of sodium methoxide (53 g, 0.99 mol) in methanol while maintaining the temperature below 10° C. A mixture of methyl 4-chlorosalicylate (46.2 g, 0.248 mol) in methanol is then added to the reaction mixture and the resultant mixture is stirred at room temperature for 10 days, acidified with concentrated hydrochloric acid (pH3) and filtered to give the title product as an off-white solid which is identified by NMR spectral analy... Reactants: [Si](C)(C)(C(C)(C)C)OCCN1N=C(C=C1CO)CO (1-(2-{[tert-butyl(dimethyl)silyl]oxy}ethyl)-1H-pyrazole-3,5-dimethanol), C[N+]1(CCOCC1)[O-] (4-methylmorpholine-N-oxide), C(CC)[N+](CCC)(CCC)CCC (tetrapropylammonium). Solvent: C(Cl)Cl (methylene chloride). Run at time 10 minute. The product is [Si](C)(C)(C(C)(C)C)OCCN1N=C(C=C1C=O)C=O (1-(2-{[tert-butyl(dimethyl)silyl]oxy}ethyl)-1H-pyrazole-3,5-dicarbaldehyde). The yield is 69.9%. RXN SMILES: [Si:1]([O:8][CH2:9][CH2:10][N:11]1[C:15]([CH2:16][OH:17])=[CH:14][C:13]([CH2:18][OH:19])=[N:12]1)([C:4]([CH3:7])([CH3:6])[CH3:5])([CH3:3])[CH3:2].C[N+]1([O-])CCOCC1.C([N+](CCC)(CCC)CCC)CC>C(Cl)Cl>[Si:1]([O:8][CH2:9][CH2:10][N:11]1[C:15]([CH:16]=[O:17])=[CH:14][C:13]([CH:18]=[O:19])=[N:12]1)([C:4]([CH3:7])([CH3:5])[CH3:6])([CH3:3])[CH3:2]. Procedure details: To a stirred solution of 1-(2-{[tert-butyl(dimethyl)silyl]oxy}ethyl)-1H-pyrazole-3,5-dimethanol (1.18 g, 4 mmol) in methylene chloride (20 ml), was added 4-methylmorpholine-N-oxide (2.89 g, 24 mmol) and molecular sieve 4 A (4 g). The reaction mixture was stirred at room temperature for 10 min. and then treated with tetrapropylammonium peruthenate (0.15 g, 0.4 mmol). Stirring was continued for 2 hr. The methylene chloride solution was concentrated and diluted with ether (40 ml). The mixture was f... Reactants: ClCC=1C=CC(=C(C#N)C1)OC (5-chloromethyl-2-methoxy-benzonitrile), C([O-])([O-])=O.[K+].[K+] (potassium carbonate), C(C)O (ethanol). Product: C(C)OCC=1C=CC(=C(C#N)C1)OC (5-ethoxymethyl-2-methoxy-benzonitrile). Isolated yield 68.0%. As a reaction SMILES: Cl[CH2:2][C:3]1[CH:4]=[CH:5][C:6]([O:11][CH3:12])=[C:7]([CH:10]=1)[C:8]#[N:9].C(=O)([O-])[O-].[K+].[K+].[CH2:19]([OH:21])[CH3:20]>>[CH2:19]([O:21][CH2:2][C:3]1[CH:4]=[CH:5][C:6]([O:11][CH3:12])=[C:7]([CH:10]=1)[C:8]#[N:9])[CH3:20] |f:1.2.3|. Reported procedure: To a solution of 5-chloromethyl-2-methoxy-benzonitrile (254 mg, 1.399 mmol) in ethanol (10 mL) was added potassium carbonate (387 mg, 2.798 mmol). The mixture was heated at reflux for 12 h. Upon cooling to room temperature, the solvent was removed. Water (2-5 mL) was added and the product was extracted with diethyl ether (2×20 mL). The organic layers were washed with brine (1×5 mL) and dried over anhydrous sodium sulfate. The solid was then filtered off, and the filtrate was concentrated in vacu... Procedure: 7-Bromo-2-fluoro-3-(tributylstannyl)-5H-chromeno[2,3-b]pyridin-5-one (0.240 g, 0.412 mmol), AmPhos (0.015 g, 0.021 mmol), potassium acetate (0.077 mL, 1.235 mmol), and 2-fluoro-3-pyridineboronic acid (0.070 g, 0.494 mmol) were suspended in a mixture of EtOH (20 mL) and water (2 mL) and heated to 85° C. After 30 minutes water (250 mL) and ethyl acetate (200 mL) were added and the phases mixed and separated. The organic was washed with 10% saturated sodium bicarbonate (100 mL) then dried with magn... Product: FC1=C(C=C2C(=N1)OC1=CC=C(C=C1C2=O)C=2C(=NC=CC2)F)[Sn](CCCC)(CCCC)CCCC (2-fluoro-7-(2-fluoropyridin-3-yl)-3-(tributylstannyl)-5H-chromeno[2,3-b]pyridin-5-one). Reactants: BrC=1C=C2C(C=3C(=NC(=C(C3)[Sn](CCCC)(CCCC)CCCC)F)OC2=CC1)=O (7-Bromo-2-fluoro-3-(tributylstannyl)-5H-chromeno[2,3-b]pyridin-5-one), CC(CC1=CC=CC=C1)N.OP(=O)(O)O (AmPhos), C(C)(=O)[O-].[K+] (potassium acetate), FC1=NC=CC=C1B(O)O (2-fluoro-3-pyridineboronic acid). Reaction conditions: temperature 85 celsius. Reaction SMILES: Br[C:2]1[CH:3]=[C:4]2[C:27](=[CH:28][CH:29]=1)[O:26][C:7]1=[N:8][C:9]([F:25])=[C:10]([Sn:12]([CH2:21][CH2:22][CH2:23][CH3:24])([CH2:17][CH2:18][CH2:19][CH3:20])[CH2:13][CH2:14][CH2:15][CH3:16])[CH:11]=[C:6]1[C:5]2=[O:30].CC(N)CC1C=CC=CC=1.OP(O)(O)=O.C([O-])(=O)C.[K+].[F:51][C:52]1[C:57](B(O)O)=[CH:56][CH:55]=[CH:54][N:53]=1>CCO.O.C(OCC)(=O)C>[F:25][C:9]1[N:8]=[C:7]2[O:26][C:27]3[C:4]([C:5](=[O:30])[C:6]2=[CH:11][C:10]=1[Sn:12]([CH2:21][CH2:22][CH2:23][CH3:24])([CH2:17][CH2:18][CH2:19][CH3:20])[CH2:13][CH2:14][CH2:15][CH3:16])=[CH:3][C:2]([C:57]1[C:52]([F:51])=[N:53][CH:54]=[CH:55][CH:56]=1)=[CH:29][CH:28]=3 |f:1.2,3.4|. The solvent is O (water), C(C)(=O)OCC (ethyl acetate), CCO (EtOH), O (water). Reactants: C1=CCCCC1 (Cyclohexene), C(\C=C\C)(=O)O (crotonic acid), polyphosphoric acid. Run in O (water). The product is CC1CC(C=2CCCCC12)=O (4,5,6,7-tetrahydro-1-methyl-indan-3-one). Yield: 65.8%. RXN SMILES: [CH:1]1[CH2:6][CH2:5][CH2:4][CH2:3][CH:2]=1.[C:7](O)(=[O:11])/[CH:8]=[CH:9]/[CH3:10]>O>[CH3:10][CH:9]1[C:2]2[CH2:3][CH2:4][CH2:5][CH2:6][C:1]=2[C:7](=[O:11])[CH2:8]1. Procedure: Cyclohexene (27.3 g, 0.33 mol), crotonic acid (28.7 g, 0.33 mol) and polyphosphoric acid (300 mL) were mechanically stirred under a nitrogen atmosphere at 60° C. for 30 minutes. The slurry was poured into water and the aqueous solution extracted with diethyl ether. The diethyl ether extract was washed successively with a 10 percent NaHCO3 solution and a saturated NaCl solution. The organic extract was dried over anhydrous MgSO4. The solution was filtered and the solvent removed under reduced pre... The reactants are CI (methyl iodide), [H-].[Na+] (sodium hydride), oil, COC(C1=CC(=CC=C1)CNC(=O)OC(C)(C)C)=O (3-(tert-butoxycarbonylamino-methyl)-benzoic acid methyl ester). Run in CN(C=O)C (dimethylformamide). Run at time 1 hour. Product: COC(C1=CC(=CC=C1)CN(C)C(=O)OC(C)(C)C)=O (3-[(tert-Butoxycarbonyl-methyl-amino)-methyl]-benzoic acid methyl ester). Yield: 57.4%. Reaction SMILES: [CH3:1][O:2][C:3](=[O:19])[C:4]1[CH:9]=[CH:8][CH:7]=[C:6]([CH2:10][NH:11][C:12]([O:14][C:15]([CH3:18])([CH3:17])[CH3:16])=[O:13])[CH:5]=1.[H-].[Na+].[CH3:22]I>CN(C)C=O>[CH3:1][O:2][C:3](=[O:19])[C:4]1[CH:9]=[CH:8][CH:7]=[C:6]([CH2:10][N:11]([C:12]([O:14][C:15]([CH3:16])([CH3:18])[CH3:17])=[O:13])[CH3:22])[CH:5]=1 |f:1.2|. Reported procedure: Dissolve 3-(tert-butoxycarbonylamino-methyl)-benzoic acid methyl ester (2.80 g, 10.6 mmol) in dimethylformamide (60 mL). Add 60% sodium hydride dispersion in oil (0.52 g, 13 mmol). Stir for 1 hr. Add methyl iodide (0.81 mL, 13 mmol) and stir for additional 1 hr. Quench the reaction with water and concentrate. Partition the residue between ethyl acetate and water. Separate the organic layer and dry over sodium sulfate. Filter and concentrate. Purify the residue by chromatography (silica gel) elut...